From a dataset of the Open Reaction Database (ORD), a public repository of structured organic reaction records. describe an organic reaction: reactants, conditions, products, and yield The reactants are ClC(=O)OCC (Ethyl chloroformate), FC1=CC=C(C=C1)CC(CNC(=O)C=1N=C2N(C(C1OCC1=CC=CC=C1)=O)C=C(C=C2)N2CCOCC2)=O (3-benzyloxy-7-morpholin-4-yl-4-oxo-4H-pyrido[1,2-a]pyrimidine-2-carboxylic acid [3-(4-fluoro-phenyl)-2-oxo-propyl]-amide), FC1=CC=C(C=C1)CC(CNC(=O)C=1N=C2N(C(C1OCC1=CC=CC=C1)=O)C=C(C=C2)N2CCOCC2)=O (3-benzyloxy-7-morpholin-4-yl-4-oxo-4H-pyrido[1,2-a]pyrimidine-2-carboxylic acid [3-(4-fluoro-phenyl)-2-oxo-propyl]-amide), CN1CCOCC1 (N-Methylmorpholine), CN(O)C (dimethylhydroxylamine). Run in C(Cl)Cl (DCM), C1CCOC1 (THF). Run at temperature -12 celsius, time 1 hour. Product: CON(C(=O)C=1N=C2N(C(C1OCC1=CC=CC=C1)=O)C=C(C=C2)N2CCOCC2)C (3-benzyloxy-7-morpholin-4-yl-4-oxo-4H-pyrido[1,2-a]pyrimidine-2-carboxylic acid methoxy-methyl-amide). The yield is 100.3%. Reaction SMILES: FC1C=CC(CC(=O)[CH2:10][NH:11][C:12]([C:14]2[N:15]=[C:16]3[CH:32]=[CH:31][C:30]([N:33]4[CH2:38][CH2:37][O:36][CH2:35][CH2:34]4)=[CH:29][N:17]3[C:18](=[O:28])[C:19]=2[O:20][CH2:21][C:22]2[CH:27]=[CH:26][CH:25]=[CH:24][CH:23]=2)=[O:13])=CC=1.CN1CC[O:44][CH2:43]C1.ClC(OCC)=O.CN(C)O>C1COCC1.C(Cl)Cl>[CH3:43][O:44][N:11]([CH3:10])[C:12]([C:14]1[N:15]=[C:16]2[CH:32]=[CH:31][C:30]([N:33]3[CH2:34][CH2:35][O:36][CH2:37][CH2:38]3)=[CH:29][N:17]2[C:18](=[O:28])[C:19]=1[O:20][CH2:21][C:22]1[CH:23]=[CH:24][CH:25]=[CH:26][CH:27]=1)=[O:13]. Reported procedure: 3-Benzyloxy-7-morpholin-4-yl-4-oxo-4H-pyrido[1,2-a]pyrimidine-2-carboxylic acid (product of example 5, 100 mg, 0.263 mmol) was dissolved in THF (1 mL) and DCM (11 mL) and cooled to −20° C. N-Methylmorpholine (30 μL, 0.265 mmol) was added and the temperature was raised to −12° C. Ethyl chloroformate was added and after 2 minutes, the solution of dimethylhydroxylamine. The reaction was warmed to room temperature and stirred for one hour. After this time, the mixture was quenched by addition of 0.2... Reactants: CN(P(=O)(N(C)C)N(C)C)C (hexamethylphosphoramide), C(C)(C)(C)OC(=O)N1CCC(C=C1)=O (1-(tert-butoxycarbonyl)-1,2,3,4-tetrahydropyridin-4-one), C[Mg]Cl (methyl magnesium chloride), C[Mg]Cl (methyl magnesium chloride), FC(S(=O)(=O)N(S(=O)(=O)C(F)(F)F)C1=NC=C(C=C1)Cl)(F)F (2-[N,N-bis(trifluoromethylsulfonyl)amino]-5-chloropyridine). Run in C(C)OCC (diethyl ether), O1CCCC1 (tetrahydrofuran), O1CCCC1 (tetrahydrofuran). Conditions: time 30 minute. Yields the product C(C)(C)(C)OC(=O)N1C(CC(CC1)=O)C (1-(tert-butoxycarbonyl)-2-methyl-1,2,5,6-tetrahydropyridin-4-one). Yield: 44.4%. Reaction SMILES: [C:1]([O:5][C:6]([N:8]1[CH:13]=[CH:12][C:11](=[O:14])[CH2:10][CH2:9]1)=[O:7])([CH3:4])([CH3:3])[CH3:2].[CH3:15][Mg]Cl.CN(C)P(N(C)C)(N(C)C)=O.FC(F)(F)S(N(C1C=CC(Cl)=CN=1)S(C(F)(F)F)(=O)=O)(=O)=O>O1CCCC1.C(OCC)C>[C:1]([O:5][C:6]([N:8]1[CH2:9][CH2:10][C:11](=[O:14])[CH2:12][CH:13]1[CH3:15])=[O:7])([CH3:4])([CH3:2])[CH3:3]. Procedure details: A solution of 4.0 gm (20.28 mMol) 1-(tert-butoxycarbonyl)-1,2,3,4-tetrahydropyridin-4-one and 4.21 gm (20.48 mMol) copper(I) bromide-dimethylsulfide complex in 160 mL tetrahydrofuran was cooled to −780C. To this solution was added 7.43 mL (22.31 mMol) methyl magnesium chloride (3.0 M in tetrahydro-furan). After stirring for 1 hour at −78° C. an additional equivalent of methyl magnesium chloride was added and stirring continued for an additional 30 minutes. The reaction mixture was then treated w...